This data is from the Open Reaction Database (ORD), a public repository of structured organic reaction records. The task is: describe an organic reaction: reactants, conditions, products, and yield Reactants: C(CC)(=O)N1C(OC2=C1C=CC=C2)=O (N-propionyl-2-benzoxazolone), CC(C=O)(C)C (trimethylacetaldehyde), aldehyde, enolate. Product: O[C@H]([C@H](C(=O)N1C(OC2=C1C=CC=C2)=O)C)C(C)(C)C ((±)-N-[(2R*,3R*)-(3-hydroxy-2,4,4-trimethylpentanoyl)]-2-benzoxazolone). As a reaction SMILES: [C:1]([N:5]1[C:9]2[CH:10]=[CH:11][CH:12]=[CH:13][C:8]=2[O:7][C:6]1=[O:14])(=[O:4])[CH2:2][CH3:3].[CH3:15][C:16]([CH3:20])([CH3:19])[CH:17]=[O:18]>>[OH:18][C@@H:17]([C:16]([CH3:20])([CH3:19])[CH3:15])[C@@H:2]([CH3:3])[C:1]([N:5]1[C:9]2[CH:10]=[CH:11][CH:12]=[CH:13][C:8]=2[O:7][C:6]1=[O:14])=[O:4]. Procedure: Prepared according to the method of paragraph C by reaction of N-propionyl-2-benzoxazolone with trimethylacetaldehyde. Rapid addition of the aldehyde to the enolate solution at 0° C. gave a 1:1 ratio of the (2R*,3S*) and (2R*,3R*) isomers. The desired isomer was isolated by silica gel chromatography, then crystallized. 1-NMR (CDCl3, 400 MHz): δ 8.05 (m, 1 H), 7.20–7.27 (m, 4 H), 4.24 (dq, J=7, 4 Hz, 1 H), 3.82 (br t, J=4 Hz, 1 H), 2.33 (br d, J=4 Hz, 1 H), 1.36 (d, J=7 Hz, 3 H), 0.99, (s, 9 H). ... Starting materials: COC(=O)c1ccc2c(C3CCCCC3)c3n(c2c1)CCOc1cc(OC2CCCN(C(=O)OC(C)(C)C)C2)ccc1-3, Cc1ccccc1, O=C(O)C(F)(F)F. Product: COC(=O)c1ccc2c(C3CCCCC3)c3n(c2c1)CCOc1cc(OC2CCCNC2)ccc1-3. As a reaction SMILES: [C:1]([O:2][C:3](=[O:4])[N:8]1[CH2:9][CH:10]([O:14][c:15]2[cH:16][c:17]3[c:18]([cH:41][cH:42]2)-[c:19]2[c:20]([CH:35]4[CH2:36][CH2:37][CH2:38][CH2:39][CH2:40]4)[c:21]4[c:22]([n:23]2[CH2:24][CH2:25][O:26]3)[cH:27][c:28]([C:31](=[O:32])[O:33][CH3:34])[cH:29][cH:30]4)[CH2:11][CH2:12][CH2:13]1)([CH3:5])([CH3:6])[CH3:7].[CH3:43][c:44]1[cH:45][cH:46][cH:47][cH:48][cH:49]1.[OH:50][C:51]([C:52]([F:53])([F:54])[F:55])=[O:56]>>[NH:8]1[CH2:9][CH:10]([O:14][c:15]2[cH:16][c:17]3[c:18]([cH:41][cH:42]2)-[c:19]2[c:20]([CH:35]4[CH2:36][CH2:37][CH2:38][CH2:39][CH2:40]4)[c:21]4[c:22]([n:23]2[CH2:24][CH2:25][O:26]3)[cH:27][c:28]([C:31](=[O:32])[O:33][CH3:34])[cH:29][cH:30]4)[CH2:11][CH2:12][CH2:13]1. Starting materials: Cl.NC(=CC(=O)OCC)OCC (ethyl 3-amino-3-ethoxyacrylate hydrochloride), COC1=CC=C(CNC2=C(C(=O)OCC)C(=CC(=N2)C)C)C=C1 (ethyl 2-(4-methoxybenzylamino )-4,6-dimethylnicotinate), CC(CC(C)=O)=O (2,4-pentanedione), COC1=CC=C(CN)C=C1 (4-methoxybenzylamine), [OH-].[K+] (potassium hydroxide). Run in C(C)O (ethanol). Run at temperature 22 celsius, time 1.5 hour. The product is COC1=CC=C(CNC2=C(C(=O)N)C(=CC(=N2)C)C)C=C1 (2-(4-methoxybenzylamino)-4,6-dimethylnicotinamide). Yield: 70.0%. Reaction SMILES: Cl.[NH2:2]C(OCC)=CC(OCC)=O.COC1C=CC(CN)=CC=1.[OH-].[K+].CC(=O)CC(=O)C.[CH3:32][O:33][C:34]1[CH:54]=[CH:53][C:37]([CH2:38][NH:39][C:40]2[N:50]=[C:49]([CH3:51])[CH:48]=[C:47]([CH3:52])[C:41]=2[C:42](OCC)=[O:43])=[CH:36][CH:35]=1>C(O)C>[CH3:32][O:33][C:34]1[CH:54]=[CH:53][C:37]([CH2:38][NH:39][C:40]2[N:50]=[C:49]([CH3:51])[CH:48]=[C:47]([CH3:52])[C:41]=2[C:42]([NH2:2])=[O:43])=[CH:36][CH:35]=1 |f:0.1,3.4|. Reported procedure: In a three-necked flask containing ethanol (6.12mL) is added ethyl 3-amino-3-ethoxyacrylate hydrochloride(3g, 15.3mmol). The solution is treated with 4-methoxybenzylamine(2mL, 15.3mmol) and the mixture is stirred at 22° C. for 1.5 h. The reaction mixture was heated to 80° C. for 3 h. The reaction is cooled to 22° C. and an ethanolic solution of potassium hydroxide (0.86 g, 15.3 mmol, 25.0 mL of ethanol) is added. Neat 2,4-pentanedione (1.57 mL, 15.3 mmol) is added to the solution dropwise over 1...